This data is from the Open Reaction Database (ORD), a public repository of structured organic reaction records. The task is: describe an organic reaction: reactants, conditions, products, and yield Reactants: C(#N)C1=CSC=2NC(C(NC21)=O)=O (7-cyanothieno(2,3-b]pyrazine-2,3(1H,4H)-dione), S(=O)(=O)(Cl)Cl (sulfuryl chloride). Solvent: C(C)(=O)O (acetic acid). Product: ClC1=C(C2=C(NC(C(N2)=O)=O)S1)C#N (6-Chloro-7-cyanothieno[2,3-b)pyrazine-2,3(1H,4H)-dione). Isolated yield 37.3%. Reaction SMILES: [C:1]([C:3]1[C:11]2[NH:10][C:9](=[O:12])[C:8](=[O:13])[NH:7][C:6]=2[S:5][CH:4]=1)#[N:2].S(Cl)([Cl:17])(=O)=O>C(O)(=O)C>[Cl:17][C:4]1[S:5][C:6]2[NH:7][C:8](=[O:13])[C:9](=[O:12])[NH:10][C:11]=2[C:3]=1[C:1]#[N:2]. Reported procedure: Chlorination of 7-cyanothieno(2,3-b]pyrazine-2,3(1H,4H)-dione (386 mg, 2 mmol) in acetic acid (50 ml) with sulfuryl chloride (250 pl, 3.1 mmol) was performed following the procedure outlined in example 5 (Method G) to give 170 mg (37%) of the title compound. M.P.>250° C. 1H-NMR (DMSO-D6, δ): 12.25 (br.s, 1H), 12.8 (br.s, 1H). The reactants are COP(=O)(CC(CC(C)C)C(N[C@@H](CC(C)C)C(NC)=O)=O)CN ((aminomethyl)[(RS)-4-methyl-2-[[(S)-3-methyl-1-(methylcarbamoyl)butyl]carbamoyl]pentyl]phosphinic acid methyl ester), C(C1=CC=CC=C1)OC(=O)N[C@@H](CC(C)C)C(=O)O (N-[(benzyloxy)carbonyl]-L-leucine), C(C)N1CCOCC1 (N-ethylmorpholine), ClC(=O)OCC(C)C (isobutyl chloroformate), C(C)N1CCOCC1 (N-ethylmorpholine). Run in ClCCl (dichloromethane), O1CCCC1 (tetrahydrofuran). Run at time 3.5 hour. The product is C(C1=CC=CC=C1)OC(N[C@@H](CC(C)C)C(NCP(=O)(CC(CC(C)C)C(N[C@@H](CC(C)C)C(NC)=O)=O)OC)=O)=O (benzyl[(S)-1-[[[methoxy[(RS)-4-methyl-2-[[(S)-3-methyl-1-(methylcarbamoyl)butyl]carbamoyl]pentyl]phosphinyl]methyl]carbamoyl]-3-methylbutyl]carbamate). Isolated yield 64.0%. Reaction SMILES: [CH2:1]([O:8][C:9]([NH:11][C@H:12]([C:17]([OH:19])=O)[CH2:13][CH:14]([CH3:16])[CH3:15])=[O:10])[C:2]1[CH:7]=[CH:6][CH:5]=[CH:4][CH:3]=1.C(N1CCOCC1)C.ClC(OCC(C)C)=O.[CH3:36][O:37][P:38]([CH2:58][NH2:59])([CH2:40][CH:41]([C:46](=[O:57])[NH:47][C@H:48]([C:53](=[O:56])[NH:54][CH3:55])[CH2:49][CH:50]([CH3:52])[CH3:51])[CH2:42][CH:43]([CH3:45])[CH3:44])=[O:39]>O1CCCC1.ClCCl>[CH2:1]([O:8][C:9](=[O:10])[NH:11][C@H:12]([C:17](=[O:19])[NH:59][CH2:58][P:38]([O:37][CH3:36])([CH2:40][CH:41]([C:46](=[O:57])[NH:47][C@H:48]([C:53](=[O:56])[NH:54][CH3:55])[CH2:49][CH:50]([CH3:52])[CH3:51])[CH2:42][CH:43]([CH3:44])[CH3:45])=[O:39])[CH2:13][CH:14]([CH3:15])[CH3:16])[C:2]1[CH:3]=[CH:4][CH:5]=[CH:6][CH:7]=1. Procedure details: A solution of 0.53 g of N-[(benzyloxy)carbonyl]-L-leucine in 10 ml of dry tetrahydrofuran was cooled to -30° C. and there was then added 0.23 g of N-ethylmorpholine followed by 0.27 g of isobutyl chloroformate. After stirring at -30° C. for 5 minutes a solution of 0.6 g of (aminomethyl)[(RS)-4-methyl-2-[[(S)-3-methyl-1-(methylcarbamoyl)butyl]carbamoyl]pentyl]phosphinic acid methyl ester, prepared as described in Example 2(A)(i), and 0.23 g of N-ethylmorpholine were added. The mixture was left to... Starting materials: CN(N(C(=O)OCC1=CC=CC=C1)CC1=CC=C(C(=O)Cl)C=C1)C(=O)OCC1=CC=CC=C1 (4-[(2-methyl-1,2-dicarbobenzoxy-hydrazino)methyl]-benzoyl chloride), C(Cl)Cl (methylene chloride), C(Cl)Cl (methylene chloride), OC(CN)C(Cl)(Cl)Cl (2-hydroxy-3,3,3-trichloro-propylamine), Br (hydrogen bromide). Run in O (water), C(C)(=O)O (acetic acid). Conditions: time 30 minute. The product is Br.OC(CNC(C1=CC=C(C=C1)CNNC)=O)C(Cl)(Cl)Cl (4-[(2-methylhydrazino)-methyl]-benzoic acid [2-hydroxy-3,3,3-trichloropropyl]amide hydrobromide). RXN SMILES: C[N:2]([C:24](OCC1C=CC=CC=1)=O)[N:3]([CH2:14][C:15]1[CH:23]=[CH:22][C:18]([C:19](Cl)=[O:20])=[CH:17][CH:16]=1)C(OCC1C=CC=CC=1)=O.C(Cl)Cl.[OH:37][CH:38]([C:41]([Cl:44])([Cl:43])[Cl:42])[CH2:39][NH2:40].[BrH:45]>C(O)(=O)C.O>[BrH:45].[OH:37][CH:38]([C:41]([Cl:44])([Cl:43])[Cl:42])[CH2:39][NH:40][C:19](=[O:20])[C:18]1[CH:17]=[CH:16][C:15]([CH2:14][NH:3][NH:2][CH3:24])=[CH:23][CH:22]=1 |f:6.7|. Procedure: 15.8 g. of 4-[(2-methyl-1,2-dicarbobenzoxy-hydrazino)methyl]-benzoyl chloride were dissolved in 50 ml. of methylene chloride. This solution was added, while stirring, dropwise to a suspension of 12.6 g. of 2-hydroxy-3,3,3-trichloro-propylamine in 150 ml. of methylene chloride. Stirring was continued for 2 hours at room temperature and 30 minutes at 40°, whereupon 50 ml. of water were added thereto. The product was worked up according to Example 3 and treated with hydrogen bromide in glacial acet... Starting materials: C(C1=CC=CC=C1)NC1=NC=C(C(=N1)N)C1=NN=NN1 (N2-Benzyl-5-(1H-tetrazol-5-yl)pyrimidine-2,4-diamine), CCN(C(C)C)C(C)C (DIPEA), S1C(=CC=C1)C(=O)Cl (thiophene-2-carbonyl chloride). Run in ClCCCl (DCE). Reaction conditions: time 2 hour. Yields the product C1(=CC=CC=C1)CNC1=NC=C(C(=N1)NC(=O)C=1SC=CC1)C1=NN=NN1 (N-{2-[(Phenylmethyl)amino]-5-(1H-tetrazol-5-yl)pyrimidin-4-yl}thiophene-2-carboxamide). Yield: 12.7%. Reaction SMILES: [CH2:1]([NH:8][C:9]1[N:14]=[C:13]([NH2:15])[C:12]([C:16]2[NH:20][N:19]=[N:18][N:17]=2)=[CH:11][N:10]=1)[C:2]1[CH:7]=[CH:6][CH:5]=[CH:4][CH:3]=1.CCN(C(C)C)C(C)C.[S:30]1[CH:34]=[CH:33][CH:32]=[C:31]1[C:35](Cl)=[O:36]>ClCCCl>[C:2]1([CH2:1][NH:8][C:9]2[N:14]=[C:13]([NH:15][C:35]([C:31]3[S:30][CH:34]=[CH:33][CH:32]=3)=[O:36])[C:12]([C:16]3[NH:17][N:18]=[N:19][N:20]=3)=[CH:11][N:10]=2)[CH:3]=[CH:4][CH:5]=[CH:6][CH:7]=1. Procedure: To a solution of N2-Benzyl-5-(1H-tetrazol-5-yl)pyrimidine-2,4-diamine (27 mg, 0.1 mmol) in 1 mL of DCE, DIPEA (0.3 mmol, 3.0 eq.) was added followed by thiophene-2-carbonyl chloride (0.15 mmol, 1.5 eq.). The reaction was stirred at room temperature for 2 hours. The crude reaction mixture was concentrated down in vacuo, and the residue redissolved in ethylacetate. This organic solution was extracted several times with water, dried with magnesium sulfate, filtered and concentrated. The residue was... Reactants: COC=1C=C(C=CC1C)CCCC#N (3-(3-methoxy4-methylphenyl)propyl cyanide), [OH-].[Na+] (NaOH), O (H2O). Solvent: CCO (EtOH). Product: COC=1C=C(C=CC1C)CCCC(=O)O (4-(3-Methoxy-4-methylphenyl)butanoic acid). Isolated yield 75.5%. RXN SMILES: [CH3:1][O:2][C:3]1[CH:4]=[C:5]([CH2:10][CH2:11][CH2:12][C:13]#N)[CH:6]=[CH:7][C:8]=1[CH3:9].[OH-:15].[Na+].[OH2:17]>CCO>[CH3:1][O:2][C:3]1[CH:4]=[C:5]([CH2:10][CH2:11][CH2:12][C:13]([OH:17])=[O:15])[CH:6]=[CH:7][C:8]=1[CH3:9] |f:1.2|. Procedure details: A solution of 6.75 g (35.7 mmol) of 3-(3-methoxy4-methylphenyl)propyl cyanide in 75 mL of EtOH was treated with a solution of 8.0 g (0.2 mol) of NaOH in 40 mL of H2O and heated at reflux overnight. The solvent was removed under reduced pressure and the residue taken up in H2 0. After washing with Et2O, the aqueous solution was acidified to the Congo Red end point with dilute HCl. A white solid separated which was collected and dried. There was obtained 5.6 g (75.5% yield) of the product, mp 69-7... Starting materials: ClC1=C(C(=O)NCC23CC4CC(CC(C2)C4)C3)C=C(C=C1)C[C@H]1OC1 (2-Chloro-5-[(2R)-2-oxiranylmethyl]-N-(tricyclo[3.3.1.13,7]dec-1-ylmethyl)-benzamide), NCCCO (3-amino-1-propanol), CN1C(CCC1)=O (1-methyl-2-pyrrolidinone), Cl (hydrogen chloride). The solvent is [Cl-].[Na+].O (brine), ClCCl (dichloromethane). Yields the product Cl.ClC1=C(C(=O)NCC23CC4CC(CC(C2)C4)C3)C=C(C=C1)C[C@H](CNCCCO)O (2-Chloro-5-[(2R)-2-hydroxy-3-[(3-hydroxypropyl)amino]propyl]-N-(tricyclo[3.3.1.13,7]dec-1-ylmethyl)-benzamide, hydrochloride salt). As a reaction SMILES: [Cl:1][C:2]1[CH:21]=[CH:20][C:19]([CH2:22][C@@H:23]2[CH2:25][O:24]2)=[CH:18][C:3]=1[C:4]([NH:6][CH2:7][C:8]12[CH2:17][CH:12]3[CH2:13][CH:14]([CH2:16][CH:10]([CH2:11]3)[CH2:9]1)[CH2:15]2)=[O:5].[NH2:26][CH2:27][CH2:28][CH2:29][OH:30].CN1CCCC1=O.Cl>[Cl-].[Na+].O.ClCCl>[ClH:1].[Cl:1][C:2]1[CH:21]=[CH:20][C:19]([CH2:22][C@@H:23]([OH:24])[CH2:25][NH:26][CH2:27][CH2:28][CH2:29][OH:30])=[CH:18][C:3]=1[C:4]([NH:6][CH2:7][C:8]12[CH2:9][CH:10]3[CH2:16][CH:14]([CH2:13][CH:12]([CH2:11]3)[CH2:17]1)[CH2:15]2)=[O:5] |f:4.5.6,8.9|. Reported procedure: 2-Chloro-5-[(2R)-2-oxiranylmethyl]-N-(tricyclo[3.3.1.13,7]dec-1-ylmethyl)-benzamide (Example 5c) (133 mg), 3-amino-1-propanol (3 mL) and 1-methyl-2-pyrrolidinone (5 mL) were heated together at 80° C. in a sealed tube for 22 hours, cooled and poured into brine (50 mL), extracted into ethyl acetate (3×50 mL), washed with brine (3×50 mL), dried over anhydrous magnesium sulfate, filtered and concentrated to give an oil. This was purified by Waters' MCX resin and then by column chromatography eluting... Reactants: NC=1C=C(C=C(C1)N)[N+](=O)[O-] (3,5-diaminonitrobenzene), C(C)(=O)O (acetic acid), C1(=CC=CC=C1)C (toluene), C(C)(=O)OC(C)=O (acetic anhydride). Yields the product C(C)(=O)NC=1C=C(C=C(C1)NC(C)=O)[N+](=O)[O-] (3,5-bis-acetamidonitrobenzene). RXN SMILES: [NH2:1][C:2]1[CH:3]=[C:4]([N+:9]([O-:11])=[O:10])[CH:5]=[C:6]([NH2:8])[CH:7]=1.C1(C)C=CC=CC=1.[C:19](OC(=O)C)(=[O:21])[CH3:20].[C:26](O)(=[O:28])[CH3:27]>>[C:19]([NH:1][C:2]1[CH:3]=[C:4]([N+:9]([O-:11])=[O:10])[CH:5]=[C:6]([NH:8][C:26](=[O:28])[CH3:27])[CH:7]=1)(=[O:21])[CH3:20]. Procedure: A mixture of 2.5 g. (0.015 mol) of 3,5-diaminonitrobenzene, 100 ml. of toluene, 15 ml. of acetic acid and 3 ml. (3.24 g., 0.32 mol) of acetic anhydride was refluxed for five hours. The reaction mixture was cooled, filtered and the solid washed well with toluene, then boiled in 150 ml. of ethanol for 20 minutes to give 3,5-bis-acetamidonitrobenzene, m.p.>290° C.